This data is from the Open Reaction Database (ORD), a public repository of structured organic reaction records. The task is: describe an organic reaction: reactants, conditions, products, and yield The reactants are CCOC(C)=O, Cl, [I-], [K+], O=N[O-], COC(=O)c1c(Cl)cc(N)cc1Cl, [Na+], O. The product is COC(=O)c1c(Cl)cc(I)cc1Cl. As a reaction SMILES: [CH3:22][CH2:23][O:24][C:25](=[O:26])[CH3:27].[ClH:14].[I-:20].[K+:19].[N:15]([O-:16])=[O:17].[NH2:1][c:2]1[cH:3][c:4]([Cl:13])[c:5]([C:6](=[O:7])[O:8][CH3:9])[c:10]([Cl:12])[cH:11]1.[Na+:18].[OH2:21]>>[c:2]1([I:20])[cH:3][c:4]([Cl:13])[c:5]([C:6](=[O:7])[O:8][CH3:9])[c:10]([Cl:12])[cH:11]1. Starting materials: COc1ncnc2sc(NC(=O)N3CCC(O)(c4cccc(C(F)(F)F)c4)CC3)nc12, CC(=O)O, N#CCCl, O, O=S(=O)(O)O. Yields the product COc1ncnc2sc(NC(=O)N3CCC(NC(=O)CCl)(c4cccc(C(F)(F)F)c4)CC3)nc12. RXN SMILES: [CH3:1][O:2][c:3]1[c:4]2[c:5]([n:6][cH:7][n:8]1)[s:9][c:10]([NH:12][C:13](=[O:14])[N:15]1[CH2:16][CH2:17][C:18]([c:21]3[cH:22][c:23]([C:27]([F:28])([F:29])[F:30])[cH:24][cH:25][cH:26]3)([OH:31])[CH2:19][CH2:20]1)[n:11]2.[CH3:41][C:42](=[O:43])[OH:44].[Cl:32][CH2:33][C:34]#[N:35].[OH2:45].[S:36]([OH:37])(=[O:38])(=[O:39])[OH:40]>>[CH3:1][O:2][c:3]1[c:4]2[c:5]([n:6][cH:7][n:8]1)[s:9][c:10]([NH:12][C:13](=[O:14])[N:15]1[CH2:16][CH2:17][C:18]([c:21]3[cH:22][c:23]([C:27]([F:28])([F:29])[F:30])[cH:24][cH:25][cH:26]3)([NH:35][C:34]([CH2:33][Cl:32])=[O:37])[CH2:19][CH2:20]1)[n:11]2. Starting materials: C(C=C)OC(=O)N1COC([C@]12[C@@H]1[C@H]([C@@H]1C[C@@H]2F)C(=O)O)=O ((1S,2S,3S,5R,6S)-3′-((Allyloxy)carbonyl)-3-fluoro-5′-oxospiro[bicyclo[3.1.0]hexan-2,4′-oxazolidine]-6-carboxylic acid), BrC1OC(=O)C2=CC=CC=C12 (3-bromophthalide), ( 3 ). Product: F[C@H]1C[C@H]2[C@@H](C2[C@@]12N(COC2=O)C(=O)OCC=C)C(=O)O[C@H]2OC(C1=CC=CC=C21)=O ((1S,2S,3S,5R,6S)-3′-allyl 6-(3-oxo-1,3-dihydroisobenzofuran-1-yl) 3-fluoro-5′-oxospiro[bicyclo[3.1.0]hexan-2,4′-oxazolidine]-3′,6-dicarboxylate). The yield is 41.2%. RXN SMILES: [CH2:1]([O:4][C:5]([N:7]1[C@:11]2([C@@H:16]([F:17])[CH2:15][C@@H:14]3[C@H:12]2[C@H:13]3[C:18]([OH:20])=[O:19])[C:10](=[O:21])[O:9][CH2:8]1)=[O:6])[CH:2]=[CH2:3].Br[CH:23]1[C:32]2[C:27](=[CH:28][CH:29]=[CH:30][CH:31]=2)[C:25](=[O:26])[O:24]1>>[F:17][C@@H:16]1[C@@:11]2([C:10](=[O:21])[O:9][CH2:8][N:7]2[C:5]([O:4][CH2:1][CH:2]=[CH2:3])=[O:6])[CH:12]2[C@H:14]([C@@H:13]2[C:18]([O:20][C@@H:23]2[C:32]3[C:27](=[CH:28][CH:29]=[CH:30][CH:31]=3)[C:25](=[O:26])[O:24]2)=[O:19])[CH2:15]1. Procedure: (1S,2S,3S,5R,6S)-3′-((Allyloxy)carbonyl)-3-fluoro-5′-oxospiro[bicyclo[3.1.0]hexan-2,4′-oxazolidine]-6-carboxylic acid (A-1-2, 640 mg) and 3-bromophthalide (456 mg) were treated in the same manner as in Example A-1 (3) to give (1S,2S,3S,5R,6S)-3′-allyl 6-(3-oxo-1,3-dihydroisobenzofuran-1-yl) 3-fluoro-5′-oxospiro[bicyclo[3.1.0]hexan-2,4′-oxazolidine]-3′,6-dicarboxylate (A-17-1, 380 mg) as a pale yellow amorphous. The product is C(C)(C)[NH-].N1(CCOCC1)CCOC1=CC=C2C(=C(C(C2=C1)=O)C(=O)[O-])C1=CC=CC=C1 (6-(2-morpholine-4-yl ethoxy)-1-oxo-3-phenyl-1H-indene-2-carboxylate isopropyl amide). Solvent: O1CCCC1 (tetrahydrofuran), C1=CC=CC=C1 (benzene). Procedure details: 6-Hydroxy-1-oxo-3-phenyl-1H-indene-2-carboxylate isopropyl amide (7.0 g, 22.78 mmol) was dissolved in tetrahydrofuran:benzene (150 ml:50 ml). Then, hydroxyethylmorpholine (3.59 g, 27.33 mmol) and triphenyl phosphine (7.17 g, 27.33 mmol) were added thereto. When the temperature was adjusted to 0° C., diisopropyl azodicarboxylate (5.53 g, 27.33 mmol) was added dropwise to the mixture followed by stirring for 2 hours at room temperature. The mixture was washed with brine and extracted with ethyl ac... The yield is 95.5%. Reactants: N(=NC(=O)OC(C)C)C(=O)OC(C)C (diisopropyl azodicarboxylate), OCCN1CCOCC1 (hydroxyethylmorpholine), C1(=CC=CC=C1)P(C1=CC=CC=C1)C1=CC=CC=C1 (triphenyl phosphine), C(C)(C)[NH-].OC1=CC=C2C(=C(C(C2=C1)=O)C(=O)[O-])C1=CC=CC=C1 (6-Hydroxy-1-oxo-3-phenyl-1H-indene-2-carboxylate isopropyl amide). Conditions: time 2 hour. As a reaction SMILES: [CH:1]([NH-:4])([CH3:3])[CH3:2].[OH:5][C:6]1[CH:14]=[C:13]2[C:9]([C:10]([C:19]3[CH:24]=[CH:23][CH:22]=[CH:21][CH:20]=3)=[C:11]([C:16]([O-:18])=[O:17])[C:12]2=[O:15])=[CH:8][CH:7]=1.O[CH2:26][CH2:27][N:28]1[CH2:33][CH2:32][O:31][CH2:30][CH2:29]1.C1(P(C2C=CC=CC=2)C2C=CC=CC=2)C=CC=CC=1.N(C(OC(C)C)=O)=NC(OC(C)C)=O>O1CCCC1.C1C=CC=CC=1>[CH:1]([NH-:4])([CH3:3])[CH3:2].[N:28]1([CH2:27][CH2:26][O:5][C:6]2[CH:14]=[C:13]3[C:9]([C:10]([C:19]4[CH:24]=[CH:23][CH:22]=[CH:21][CH:20]=4)=[C:11]([C:16]([O-:18])=[O:17])[C:12]3=[O:15])=[CH:8][CH:7]=2)[CH2:33][CH2:32][O:31][CH2:30][CH2:29]1 |f:0.1,7.8|. The reactants are C(C1=CC=CC=C1)SC=1C=CC(=C(C1)/C=C/C(=O)OCC)I ((E)-Ethyl 3-(5-(benzylthio)-2-iodophenyl)acrylate), S(=O)(=O)(Cl)Cl (sulfonyl chloride), N1C(=O)NC(=O)C1 (hydantoin), NC1=NOC=C1 (3-aminoisoxazole), N1=CC=CC=C1 (pyridine), Cl (HCl), ClN1C(=O)N(C(=O)C1(C)C)Cl (1,3-dichloro-5,5-dimethylhydantoin), sulfoxide, S([O-])(O)=O.[Na+] (sodium bisulfite). Solvent: O (water), C(C)(=O)O (Acetic acid), C(C)#N (acetonitrile), CCOC(=O)C (EtOAc), O (water). Reaction conditions: temperature 0 celsius, time 20 minute. The product is IC1=C(C=C(C=C1)S(NC1=NOC=C1)(=O)=O)/C=C/C(=O)OCC ((E)-ethyl 3-(2-iodo-5-(N-(isoxazol-3-yl)sulfamoyl)phenyl)acrylate). Yield: 36.2%. As a reaction SMILES: C(S[C:9]1[CH:10]=[CH:11][C:12]([I:22])=[C:13](/[CH:15]=[CH:16]/[C:17]([O:19][CH2:20][CH3:21])=[O:18])[CH:14]=1)C1C=CC=CC=1.ClN1C(C)(C)C(=O)N(Cl)C1=O.[S:34](Cl)(Cl)(=[O:36])=[O:35].N1CC(=O)NC1=O.S(=O)(O)[O-].[Na+].[NH2:51][C:52]1[CH:56]=[CH:55][O:54][N:53]=1.N1C=CC=CC=1.Cl>C(#N)C.CCOC(C)=O.O.C(O)(=O)C>[I:22][C:12]1[CH:11]=[CH:10][C:9]([S:34](=[O:36])(=[O:35])[NH:51][C:52]2[CH:56]=[CH:55][O:54][N:53]=2)=[CH:14][C:13]=1/[CH:15]=[CH:16]/[C:17]([O:19][CH2:20][CH3:21])=[O:18] |f:4.5|. Procedure details: (E)-Ethyl 3-(5-(benzylthio)-2-iodophenyl)acrylate (0.225 g, 0.265 mmol) was added to a vial and dissolved in acetonitrile (2.494 ml). Acetic acid (0.095 ml) and water (0.062 ml) were added and the vial was cooled to 0° C. 1,3-dichloro-5,5-dimethylhydantoin (0.057 g, 0.292 mmol) was then added as a solid in one portion while 0° C. was maintained. After 20 min. LC/MS showed mass corresponding to sulfoxide (mono-oxidation) along with sulfonyl chloride. After 1 hr. an additional 0.2 equiv (10 mg) of... Starting materials: F[B-](F)(F)F, COCC1C(=O)N(Cc2ccc3c(N)ncnc3c2)CCN1C(=O)OCc1ccccc1, CCN(C(C)C)C(C)C, O=C(O)c1nc2ccc(Cl)cc2[nH]1, CN(C)C=O, CN(C)C(On1nnc2ccccc21)=[N+](C)C. Product: COCC1C(=O)N(Cc2ccc3c(N)ncnc3c2)CCN1C(=O)c1nc2ccc(Cl)cc2[nH]1. RXN SMILES: [B-:33]([F:34])([F:35])([F:36])[F:37].[CH2:1]([c:3]1[cH:4][cH:5][cH:6][cH:7][cH:10]1)[O:8][C:9](=[O:2])[N:11]1[CH:12]([CH2:30][O:31][CH3:32])[C:13](=[O:29])[N:14]([CH2:17][c:18]2[cH:19][cH:20][c:21]3[c:22]([NH2:28])[n:23][cH:24][n:25][c:26]3[cH:27]2)[CH2:15][CH2:16]1.[CH:55]([N:56]([CH:57]([CH3:58])[CH3:59])[CH2:60][CH3:61])([CH3:62])[CH3:63].[Cl:64][c:65]1[cH:66][cH:67][c:68]2[c:69]([nH:70][c:71]([C:73]([OH:74])=[O:75])[n:72]2)[cH:76]1.[O:77]=[CH:78][N:79]([CH3:80])[CH3:81].[n:38]1([O:39][C:40]([N:41]([CH3:42])[CH3:43])=[N+:44]([CH3:45])[CH3:46])[c:47]2[cH:48][cH:49][cH:50][cH:51][c:52]2[n:53][n:54]1>>[O:8]=[C:9]([N:11]1[CH:12]([CH2:30][O:31][CH3:32])[C:13](=[O:29])[N:14]([CH2:17][c:18]2[cH:19][cH:20][c:21]3[c:22]([NH2:28])[n:23][cH:24][n:25][c:26]3[cH:27]2)[CH2:15][CH2:16]1)[c:71]1[nH:70][c:69]2[c:68]([cH:67][cH:66][c:65]([Cl:64])[cH:76]2)[n:72]1. The reactants are C(C)(=O)NC1=C(C=O)C(=CC=C1)O (2-Acetylamino-6-hydroxybenzaldehyde), BrCC1=CC=C(C(=O)OCC)C=C1 (ethyl 4-bromomethylbenzoate), C([O-])([O-])=O.[K+].[K+] (potassium carbonate), [I-].[Na+] (sodium iodide). Run in C(C)O (ethanol), C(C)O (ethanol). Product: C(C)(=O)NC=1C(=C(OCC2=CC=C(C(=O)OCC)C=C2)C=CC1)C=O (ethyl 4-(3-acetylamino-2-formylphenoxymethyl)benzoate). Reaction SMILES: [C:1]([NH:4][C:5]1[CH:12]=[CH:11][CH:10]=[C:9]([OH:13])[C:6]=1[CH:7]=[O:8])(=[O:3])[CH3:2].Br[CH2:15][C:16]1[CH:26]=[CH:25][C:19]([C:20]([O:22][CH2:23][CH3:24])=[O:21])=[CH:18][CH:17]=1.C(=O)([O-])[O-].[K+].[K+].[I-].[Na+]>C(O)C>[C:1]([NH:4][C:5]1[C:6]([CH:7]=[O:8])=[C:9]([CH:10]=[CH:11][CH:12]=1)[O:13][CH2:15][C:16]1[CH:26]=[CH:25][C:19]([C:20]([O:22][CH2:23][CH3:24])=[O:21])=[CH:18][CH:17]=1)(=[O:3])[CH3:2] |f:2.3.4,5.6|. Procedure: 2-Acetylamino-6-hydroxybenzaldehyde (0.45 g, 0.0025 M), ethyl 4-bromomethylbenzoate (0.51 g, 0.0025 M), anhydrous potassium carbonate (0.38 g), sodium iodide (50 mg) and 95% ethanol (20 ml) were reacted together (41/2 hr) to give ethyl 4-(3-acetylamino-2-formylphenoxymethyl)benzoate, m.p. 116°-119° C. (ethanol). (Found: C, 66.76; H, 5.61; N, 3.87%. C19H19NO5 requires C, 66,85; H, 5.61; N, 4.10%). Reactants: ClC=1C=C(C(=CC1C1=CC=C(C=C1)F)N)N (4-chloro-5-(4-fluorophenyl)benzene-1,2-diamine), FC(C(C(=O)O)(F)F)(F)F (pentafluoropropanoic acid). Yields the product ClC1=CC2=C(NC(=N2)C(C(F)(F)F)(F)F)C=C1C1=CC=C(C=C1)F (5-chloro-6-(4-fluorophenyl)-2-(pentafluoroethyl)-1H-1,3-benzodiazole). Isolated yield 43.0%. Reaction SMILES: [Cl:1][C:2]1[CH:3]=[C:4]([NH2:16])[C:5]([NH2:15])=[CH:6][C:7]=1[C:8]1[CH:13]=[CH:12][C:11]([F:14])=[CH:10][CH:9]=1.[F:17][C:18]([F:26])([F:25])[C:19]([F:24])([F:23])[C:20](O)=O>>[Cl:1][C:2]1[C:7]([C:8]2[CH:9]=[CH:10][C:11]([F:14])=[CH:12][CH:13]=2)=[CH:6][C:5]2[NH:15][C:20]([C:19]([F:24])([F:23])[C:18]([F:26])([F:25])[F:17])=[N:16][C:4]=2[CH:3]=1. Reported procedure: A solution of 4-chloro-5-(4-fluorophenyl)benzene-1,2-diamine (200 mg, 0.85 mmol) in pentafluoropropanoic acid (2 ml) was stirred for 10 h at 80° C. The reaction was then quenched by the addition of water (100 ml), pH adjusted to 7 with saturated aqueous sodium bicarbonate and extracted with ethyl acetate (3×100 ml). The combined organic layers were dried over anhydrous sodium sulfate and concentrated under reduced pressure to give a residue, which was purified by Pre-TLC with 10% ethyl acetate i... Reaction SMILES: [Cl-].[NH4+].C[NH:4][C:5]1[CH:10]=[CH:9][C:8]([O:11][CH2:12][C:13]2[CH:18]=[CH:17][N:16]=[CH:15][CH:14]=2)=[CH:7][C:6]=1[N+:19]([O-:21])=[O:20].C(OCC)(=O)C.ClCCl>CO.[Fe]>[N+:19]([C:6]1[CH:7]=[C:8]([O:11][CH2:12][C:13]2[CH:18]=[CH:17][N:16]=[CH:15][CH:14]=2)[CH:9]=[CH:10][C:5]=1[NH2:4])([O-:21])=[O:20].[N:16]1[CH:17]=[CH:18][C:13]([CH2:12][O:11][C:8]2[CH:7]=[C:6]([NH2:19])[C:5]([NH2:4])=[CH:10][CH:9]=2)=[CH:14][CH:15]=1 |f:0.1|. Run in CO (methanol), CO (methanol). Reactants: C(C)(=O)OCC (ethyl acetate), ClCCl (dichloromethane), [Cl-].[NH4+] (ammonium chloride), CNC1=C(C=C(C=C1)OCC1=CC=NC=C1)[N+](=O)[O-] (methyl 2-nitro-4-(pyridin-4-ylmethoxy)aniline), [Cl-].[NH4+] (ammonium chloride). The product is [N+](=O)([O-])C1=C(N)C=CC(=C1)OCC1=CC=NC=C1 (2-nitro-4-(pyridin-4-ylmethoxy)aniline), N1=CC=C(C=C1)COC=1C=C(C(=CC1)N)N (4-(pyridin-4-ylmethoxy)benzene-1,2-diamine). The reagents and catalysts are [Fe] (iron), [Fe] (iron). Reaction conditions: time 1.5 hour. Procedure details: A single necked 50 ml flask fitted with a Teflon stirrer, Claisen head fitted with a rubber septa and reflux condenser was charged with iron powder (Aldrich, 6.2 mmoles, 3 equivalents, 0.358 g) and an aqueous solution of ammonium chloride (10.70 mmoles, 5 equivalents, 0.573 g). The slurry was rapidly stirred and a solution of 2-nitro-4-(pyridin-4-ylmethoxy)aniline (2.14 mmoles, 0.525 g) in methanol (10 ml, 5 ml./mmole of nitro compound) was prepared with gentle heating to ensure complete dissolu...